From a dataset of the Open Reaction Database (ORD), a public repository of structured organic reaction records. describe an organic reaction: reactants, conditions, products, and yield The reactants are CCCC[SnH](CCCC)CCCC, Cc1ccccc1, CCCCCCCCCCCCCC(OC(=S)C(=O)c1ncc[nH]1)C(F)(F)C(=O)OCC. Yields the product CCCCCCCCCCCCCCC(F)(F)C(=O)OCC. RXN SMILES: [CH2:33]([SnH:34]([CH2:35][CH2:36][CH2:37][CH3:38])[CH2:39][CH2:40][CH2:41][CH3:42])[CH2:43][CH2:44][CH3:45].[CH3:46][c:47]1[cH:48][cH:49][cH:50][cH:51][cH:52]1.[F:1][C:2]([C:3](=[O:4])[O:5][CH2:6][CH3:7])([CH:8]([CH2:9][CH2:10][CH2:11][CH2:12][CH2:13][CH2:14][CH2:15][CH2:16][CH2:17][CH2:18][CH2:19][CH2:20][CH3:21])[O:22][C:23]([C:24]([c:25]1[nH:26][cH:27][cH:28][n:29]1)=[O:30])=[S:31])[F:32]>>[F:1][C:2]([C:3](=[O:4])[O:5][CH2:6][CH3:7])([CH2:8][CH2:9][CH2:10][CH2:11][CH2:12][CH2:13][CH2:14][CH2:15][CH2:16][CH2:17][CH2:18][CH2:19][CH2:20][CH3:21])[F:32]. Reactants: C1CCOC1, COC(=O)C(C)(C)n1cc(-c2nc(C3(c4ccc(-c5cnc(N)nc5)cc4)CCC3)no2)cn1, CO, Cl, [Li+], [OH-], O. The product is CC(C)(C(=O)O)n1cc(-c2nc(C3(c4ccc(-c5cnc(N)nc5)cc4)CCC3)no2)cn1. RXN SMILES: [CH2:37]1[O:38][CH2:39][CH2:40][CH2:41]1.[CH3:1][O:2][C:3]([C:4]([CH3:5])([CH3:6])[n:7]1[n:8][cH:9][c:10](-[c:12]2[n:13][c:14]([C:17]3([c:21]4[cH:22][cH:23][c:24](-[c:27]5[cH:28][n:29][c:30]([NH2:33])[n:31][cH:32]5)[cH:25][cH:26]4)[CH2:18][CH2:19][CH2:20]3)[n:15][o:16]2)[cH:11]1)=[O:34].[CH3:43][OH:44].[ClH:45].[Li+:36].[OH-:35].[OH2:42]>>[O:2]=[C:3]([C:4]([CH3:5])([CH3:6])[n:7]1[n:8][cH:9][c:10](-[c:12]2[n:13][c:14]([C:17]3([c:21]4[cH:22][cH:23][c:24](-[c:27]5[cH:28][n:29][c:30]([NH2:33])[n:31][cH:32]5)[cH:25][cH:26]4)[CH2:18][CH2:19][CH2:20]3)[n:15][o:16]2)[cH:11]1)[OH:34].